Dataset: the Open Reaction Database (ORD), a public repository of structured organic reaction records. Task: describe an organic reaction: reactants, conditions, products, and yield Starting materials: BrC1=C(C=C2C=C(NC2=C1)C(=O)N1CCN(CC1)S(=O)(=O)N1CCCCC1)OC1CCN(CC1)C(C)C ([6-Bromo-5-(1-isopropyl-piperidin-4-yloxy)-1H-indol-2-yl]-[4-(piperidine-1-sulfonyl)-piperazin-1-yl]-methanone), C([O-])([O-])=O.[Cs+].[Cs+] (cesium carbonate), CS(=O)(=O)OC(C)C (isopropyl methanesulfonate), C([O-])(O)=O.[Na+] (sodium bicarbonate). The solvent is C(C)#N (acetonitrile). The product is BrC1=C(C=C2C=C(N(C2=C1)C(C)C)C(=O)N1CCN(CC1)S(=O)(=O)N1CCCCC1)OC1CCN(CC1)C(C)C ([6-Bromo-1-isopropyl-5-(1-isopropyl-piperidin-4-yloxy)-1H-indol-2-yl]-[4-(piperidine-1-sulfonyl)-piperazin-1-yl]-methanone). The yield is 55.3%. As a reaction SMILES: [Br:1][C:2]1[CH:10]=[C:9]2[C:5]([CH:6]=[C:7]([C:11]([N:13]3[CH2:18][CH2:17][N:16]([S:19]([N:22]4[CH2:27][CH2:26][CH2:25][CH2:24][CH2:23]4)(=[O:21])=[O:20])[CH2:15][CH2:14]3)=[O:12])[NH:8]2)=[CH:4][C:3]=1[O:28][CH:29]1[CH2:34][CH2:33][N:32]([CH:35]([CH3:37])[CH3:36])[CH2:31][CH2:30]1.C(=O)([O-])[O-].[Cs+].[Cs+].CS(O[CH:49]([CH3:51])[CH3:50])(=O)=O.C(=O)(O)[O-].[Na+]>C(#N)C>[Br:1][C:2]1[CH:10]=[C:9]2[C:5]([CH:6]=[C:7]([C:11]([N:13]3[CH2:14][CH2:15][N:16]([S:19]([N:22]4[CH2:23][CH2:24][CH2:25][CH2:26][CH2:27]4)(=[O:21])=[O:20])[CH2:17][CH2:18]3)=[O:12])[N:8]2[CH:49]([CH3:51])[CH3:50])=[CH:4][C:3]=1[O:28][CH:29]1[CH2:30][CH2:31][N:32]([CH:35]([CH3:37])[CH3:36])[CH2:33][CH2:34]1 |f:1.2.3,5.6|. Procedure details: To a solution of 100 mg (0.17 mmol) [6-bromo-5-(1-isopropyl-piperidin-4-yloxy)-1H-indol-2-yl]-[4-(piperidine-1-sulfonyl)-piperazin-1-yl]-methanone (example 1) in 3 mL acetonitrile were added 109 mg (0.33 mmol) cesium carbonate and 46 mg (0.33 mmol) isopropyl methanesulfonate. The reaction was stirred under reflux for 18 h. After cooling to room temperature, the reaction mixture was poured into 10% aqueous sodium bicarbonate solution; the phases were separated and the aqueous phase was extracted ... Reactants: CCCCC(CC)COP(=O)(O)OCC(CC)CCCC, CC1CCCCC1, Cl, [Nd]. The product is CCCCC(CC)COP(=O)([O-])OCC(CC)CCCC, [Nd+]. Reaction SMILES: [CH2:2]([CH3:3])[CH:4]([CH2:5][O:6][P:7]([O:8][CH2:9][CH:10]([CH2:11][CH2:12][CH2:13][CH3:14])[CH2:15][CH3:16])([OH:17])=[O:18])[CH2:19][CH2:20][CH2:21][CH3:22].[CH3:23][CH:24]1[CH2:25][CH2:26][CH2:27][CH2:28][CH2:29]1.[ClH:30].[Nd:1]>>[CH2:2]([CH3:3])[CH:4]([CH2:5][O:6][P:7]([O:8][CH2:9][CH:10]([CH2:11][CH2:12][CH2:13][CH3:14])[CH2:15][CH3:16])(=[O:17])[O-:18])[CH2:19][CH2:20][CH2:21][CH3:22].[Nd+:1]. The reactants are Cc1ccc(CO)cc1-n1c(C)cc(OCc2ccc(F)cc2F)c(Br)c1=O, CC#N, ClCCl. The product is Cc1ccc(C=O)cc1-n1c(C)cc(OCc2ccc(F)cc2F)c(Br)c1=O. Reaction SMILES: [Br:1][c:2]1[c:3](=[O:28])[n:4](-[c:19]2[c:20]([CH3:27])[cH:21][cH:22][c:23]([CH2:25][OH:26])[cH:24]2)[c:5]([CH3:18])[cH:6][c:7]1[O:8][CH2:9][c:10]1[c:11]([F:17])[cH:12][c:13]([F:16])[cH:14][cH:15]1.[CH3:29][C:30]#[N:31].[Cl:32][CH2:33][Cl:34]>>[Br:1][c:2]1[c:3](=[O:28])[n:4](-[c:19]2[c:20]([CH3:27])[cH:21][cH:22][c:23]([CH:25]=[O:26])[cH:24]2)[c:5]([CH3:18])[cH:6][c:7]1[O:8][CH2:9][c:10]1[c:11]([F:17])[cH:12][c:13]([F:16])[cH:14][cH:15]1. The reactants are C(N)(=O)C1=C2C=3C(=CC=C(C3NC2=CC=C1)Cl)O (5-carbamoyl-4-hydroxy-1-chlorocarbazole), [H-].[Na+] (sodium hydride), [Cl-].[NH4+] (ammonium chloride), BrCC(=O)OC (Methyl bromoacetate). Run in O1CCCC1 (tetrahydrofuran), O1CCCC1 (tetrahydrofuran). Run at time 60 minute. Yields the product COC(COC1=CC=C(C=2NC3=CC=CC(=C3C12)C(N)=O)Cl)=O ([5-carbamoyl-1-chlorocarbazol-4-yl]oxyacetic acid methyl ester). The yield is 45.0%. Reaction SMILES: [C:1]([C:4]1[CH:16]=[CH:15][CH:14]=[C:13]2[C:5]=1[C:6]1[C:7]([OH:18])=[CH:8][CH:9]=[C:10]([Cl:17])[C:11]=1[NH:12]2)(=[O:3])[NH2:2].[H-].[Na+].Br[CH2:22][C:23]([O:25][CH3:26])=[O:24].[Cl-].[NH4+]>O1CCCC1>[CH3:26][O:25][C:23](=[O:24])[CH2:22][O:18][C:7]1[C:6]2[C:5]3[C:13](=[CH:14][CH:15]=[CH:16][C:4]=3[C:1](=[O:3])[NH2:2])[NH:12][C:11]=2[C:10]([Cl:17])=[CH:9][CH:8]=1 |f:1.2,4.5|. Procedure: A solution of 0.28 g of 5-carbamoyl-4-hydroxy-1-chlorocarbazole in 6 ml of tetrahydrofuran was added to 0.043 g of sodium hydride (60% in mineral oil) in 1 ml of tetrahydrofuran and stirred for 60 minutes at room temperature. Methyl bromoacetate (0.11 ml) was then added and the reaction was stirred overnight. The reaction mixture was poured into 20 ml of saturated ammonium chloride solution and then extracted twice with ethyl acetate. The extracts were washed with water and then with brine, drie... Yields the product O=C(CCc1cccc(OCc2ccccc2)c1)C1CCCC1. As a reaction SMILES: [CH2:1]([c:2]1[cH:3][cH:4][cH:5][cH:6][cH:7]1)[O:8][c:9]1[cH:10][c:11]([CH2:15][CH2:16][C:17](=[O:18])[OH:19])[cH:12][cH:13][cH:14]1.[CH2:20]1[O:21][CH2:22][CH2:23][CH2:24]1.[CH3:38][CH2:39][O:40][CH2:41][CH3:42].[CH:28]1([Mg+:33])[CH2:29][CH2:30][CH2:31][CH2:32]1.[Cl-:25].[Cl-:27].[Li+:26].[S:34]([Cl:35])([Cl:36])=[O:37]>>[CH2:1]([c:2]1[cH:3][cH:4][cH:5][cH:6][cH:7]1)[O:8][c:9]1[cH:10][c:11]([CH2:15][CH2:16][C:17](=[O:19])[CH:28]2[CH2:29][CH2:30][CH2:31][CH2:32]2)[cH:12][cH:13][cH:14]1. Starting materials: O=C(O)CCc1cccc(OCc2ccccc2)c1, C1CCOC1, CCOCC, [Mg+]C1CCCC1, [Cl-], [Cl-], [Li+], O=S(Cl)Cl. Reactants: NC=1N(C=C(N1)CCCCCC#C)C(=O)OC(C)(C)C (tert-butyl 2-amino-4-(hept-6-ynyl)-1H-imidazole-1-carboxylate), N(=[N+]=[N-])CCNS(=O)(=O)C1=CC=CC2=C(C=CC=C12)N(C)C (N-(2-azidoethyl)-5-(dimethylamino)naphthalene-1-sulfonamide). Product: NC=1N(C=C(N1)CCCCCC=1N=NN(C1)CCNS(=O)(=O)C1=CC=CC2=C(C=CC=C12)N(C)C)C(=O)OC(C)(C)C (tert-butyl 2-amino-4-(5-(1-(2-(5-(dimethylamino)naphthalene-1-sulfonamido)ethyl)-1H-1,2,3-triazol-4-yl)pentyl)-1H-imidazole-1-carboxylate). Reaction SMILES: [NH2:1][C:2]1[N:3]([C:14]([O:16][C:17]([CH3:20])([CH3:19])[CH3:18])=[O:15])[CH:4]=[C:5]([CH2:7][CH2:8][CH2:9][CH2:10][CH2:11][C:12]#[CH:13])[N:6]=1.[N:21]([CH2:24][CH2:25][NH:26][S:27]([C:30]1[C:39]2[C:34](=[C:35]([N:40]([CH3:42])[CH3:41])[CH:36]=[CH:37][CH:38]=2)[CH:33]=[CH:32][CH:31]=1)(=[O:29])=[O:28])=[N+:22]=[N-:23]>>[NH2:1][C:2]1[N:3]([C:14]([O:16][C:17]([CH3:20])([CH3:19])[CH3:18])=[O:15])[CH:4]=[C:5]([CH2:7][CH2:8][CH2:9][CH2:10][CH2:11][C:12]2[N:23]=[N:22][N:21]([CH2:24][CH2:25][NH:26][S:27]([C:30]3[C:39]4[C:34](=[C:35]([N:40]([CH3:42])[CH3:41])[CH:36]=[CH:37][CH:38]=4)[CH:33]=[CH:32][CH:31]=3)(=[O:29])=[O:28])[CH:13]=2)[N:6]=1. Procedure: tert-butyl 2-amino-4-(hept-6-ynyl)-1H-imidazole-1-carboxylate (0.112 g, 0.403 mmol) was reacted with N-(2-azidoethyl)-5-(dimethylamino)naphthalene-1-sulfonamide (0.140 g, 0.403 mmol) following the general click procedure to give tert-butyl 2-amino-4-(5-(1-(2-(5-(dimethylamino)naphthalene-1-sulfonamido)ethyl)-1H-1,2,3-triazol-4-yl)pentyl)-1H-imidazole-1-carboxylate 1H NMR (300 MHz, CDCl3) δ 8.48 (d, 1H), δ 8.24 (d, 1H), δ 8.17 (d, 1H), δ 7.44 (m, 3H), δ 7.09 (s, 1H), δ 7.07 (d, 1H), δ 6.44 (s, 1H... Reactants: CN1C(=NC2=NC(=CC=C21)CO)COC2=CC=C(C=C2)C#N (1-methyl-2-[(4-cyanophenyl)oxymethyl]-5-hydroxymethylimidazo[4,5-b]pyridine). Conditions: time 96 hour. As a reaction SMILES: [CH3:1][N:2]1[C:10]2[C:5](=[N:6][C:7]([CH2:11][OH:12])=[CH:8][CH:9]=2)[N:4]=[C:3]1[CH2:13][O:14][C:15]1[CH:20]=[CH:19][C:18]([C:21]#[N:22])=[CH:17][CH:16]=1>ClCCl.[O-2].[O-2].[Mn+4]>[CH3:1][N:2]1[C:10]2[C:5](=[N:6][C:7]([CH:11]=[O:12])=[CH:8][CH:9]=2)[N:4]=[C:3]1[CH2:13][O:14][C:15]1[CH:20]=[CH:19][C:18]([C:21]#[N:22])=[CH:17][CH:16]=1 |f:2.3.4|. Solvent: ClCCl (dichloromethane). Reagents/catalysts: [O-2].[O-2].[Mn+4] (manganese dioxide). Reported procedure: 3.65 g (12.5 mmol) of 1-methyl-2-[(4-cyanophenyl)oxymethyl]-5-hydroxymethylimidazo[4,5-b]pyridine were dissolved in 500 mL of dichloromethane and mixed with 15.0 g of manganese dioxide. After 96 hours at room temperature, the mixture was filtered through kieselguhr and the solvent was distilled off. The filtrate obtained was evaporated down, the crystalline precipitate was triturated with ether, suction filtered, and dried. Yield: 3.05 g white powder (84% of theory), C16H12N4O2 (292.30); melting... Yields the product CN1C(=NC2=NC(=CC=C21)C=O)COC2=CC=C(C=C2)C#N (1-Methyl-2-[(4-cyanophenyl)oxymethyl]imidazo[4,5-b]pyridine-5-carbaldehyde).